Dataset: the Open Reaction Database (ORD), a public repository of structured organic reaction records. Task: describe an organic reaction: reactants, conditions, products, and yield Starting materials: OC=1C=CC=C2C=CC(=NC12)C (8-hydroxy-2-methylquinoline), SeO2, O1CCOCC1 (dioxane), O1CCOCC1 (dioxane). Reaction conditions: temperature 80 celsius. The product is OC=1C=CC=C2C=CC(=NC12)C=O (8-hydroxyquinoline-2-carboxaldehyde). Isolated yield 38.0%. As a reaction SMILES: [OH:1][C:2]1[CH:3]=[CH:4][CH:5]=[C:6]2[C:11]=1[N:10]=[C:9]([CH3:12])[CH:8]=[CH:7]2.[O:13]1CCOCC1>>[OH:1][C:2]1[CH:3]=[CH:4][CH:5]=[C:6]2[C:11]=1[N:10]=[C:9]([CH:12]=[O:13])[CH:8]=[CH:7]2. Procedure details: A solution of 8-hydroxy-2-methylquinoline (6.0 g, 37.7 mmol) in dioxane (15 ml) was added to a stirred solution of SeO2 (6.3 g, 56.8 mmol) in dioxane (80 ml) dropwise at 50° C. and the mixture was heated up to 80° C. for further 20 h. The resulting mixture was filtered. The filtrate was concentrated and the residue purified by column chromatography with Hex/EA=(15:1 to 10:1) to give 8-hydroxyquinoline-2-carboxaldehyde (2.45 g, 38%) derivatives as intermediates. Intermediate was converted into N-...